The task is: describe an organic reaction: reactants, conditions, products, and yield. This data is from the Open Reaction Database (ORD), a public repository of structured organic reaction records. Starting materials: [BH4-].[Na+] (sodium borohydride), CNC=CC(=O)C1=CC=CC=C1 (3-methylamino-1-phenyl-2-propen-1-one), water ice, [OH-].[Na+] (sodium hydroxide). Run in C(C)(=O)O (acetic acid). Conditions: time 30 minute. The product is CNCCC(O)C1=CC=CC=C1 (3-methylamino-1-phenyl-1-propanol). Isolated yield 76.9%. RXN SMILES: [BH4-].[Na+].[CH3:3][NH:4][CH:5]=[CH:6][C:7]([C:9]1[CH:14]=[CH:13][CH:12]=[CH:11][CH:10]=1)=[O:8].[OH-].[Na+]>C(O)(=O)C>[CH3:3][NH:4][CH2:5][CH2:6][CH:7]([C:9]1[CH:14]=[CH:13][CH:12]=[CH:11][CH:10]=1)[OH:8] |f:0.1,3.4|. Procedure: In brief, exemplary methods include sodium borohydride (800 mg, 21.0 mmol) added in portions to a vigorously stirred solution of 3-methylamino-1-phenyl-2-propen-1-one (600 mg, 3.7 mmol) in glacial acetic acid (15 ml) over a period of 30 minutes at 5 to 10° C. The reaction mixture was stirred for another 30 minutes at the same temperature, and then for 3 hours at room temperature. Work up was done using 4 M aqueous sodium hydroxide (60 ml) that was added dropwise under cooling (water/ice bath). T... The reactants are COc2cccc(c1ccc(C(C)(C)C)cc1)c2 (substrate), Cn2cnc1ccccc12 (effective_coupling_partner). Reagents/catalysts: CDC. Conditions: temperature 90 celsius, time 16 hour. Yields the product Cn4c(c2cccc(c1ccc(C(C)(C)C)cc1)c2)nc3ccccc34. As a reaction SMILES: [C:21]([OH:22])(=[O:23])[CH3:24].[C:25]([OH:26])(=[O:27])[CH3:28].[CH2:36]1[O:37][CH2:38][CH2:39][CH2:40]1.[CH3:1][S:2][CH:3]([CH3:4])[c:5]1[cH:6][cH:7][c:8]([C:11]([C:12]([F:13])([F:14])[F:15])([F:16])[F:17])[n:9][cH:10]1.[I:29][c:30]1[cH:31][cH:32][cH:33][cH:34][cH:35]1.[NH2:18][C:19]#[N:20]>>[CH3:1][S:2]([CH:3]([CH3:4])[c:5]1[cH:6][cH:7][c:8]([C:11]([C:12]([F:13])([F:14])[F:15])([F:16])[F:17])[n:9][cH:10]1)=[N:20][C:19]#[N:18]. Starting materials: CC(=O)O, CC(=O)O, C1CCOC1, CSC(C)c1ccc(C(F)(F)C(F)(F)F)nc1, Ic1ccccc1, N#CN. Yields the product CC(c1ccc(C(F)(F)C(F)(F)F)nc1)S(C)=NC#N. As a reaction SMILES: [C:12](=[O:13])([O-:14])[O-:15].[CH3:18][S:19]([CH3:20])=[O:21].[CH3:1][O:2][C:3]([c:4]1[cH:5][cH:6][c:7]([OH:10])[cH:8][cH:9]1)=[O:11].[Cl:22][CH2:23][CH2:24][Cl:25].[Cs+:16].[Cs+:17].[OH2:26]>>[CH3:1][O:2][C:3]([c:4]1[cH:5][cH:6][c:7]([O:10][CH2:24][CH2:23][Cl:22])[cH:8][cH:9]1)=[O:11]. Starting materials: O=C([O-])[O-], CS(C)=O, COC(=O)c1ccc(O)cc1, ClCCCl, [Cs+], [Cs+], O. Yields the product COC(=O)c1ccc(OCCCl)cc1. The reactants are [N+](=O)([O-])C1=CC=C(CBr)C=C1 (4-Nitrobenzyl bromide), C(C)OC(=O)C=1NC2=CC=C(C=C2C1)Br (5-bromo-1H-indole-2-carboxylic acid ethyl ester), [H-].[Na+] (sodium hydride), O (water). Run in CS(=O)C (dimethylsulfoxide), CS(=O)C (dimethylsulfoxide), CCCCCC (hexane). Run at time 2 hour. Yields the product C(C)OC(=O)C=1N(C2=CC=C(C=C2C1)Br)CC1=CC=C(C=C1)[N+](=O)[O-] (5-Bromo-1-(4-nitro-benzyl)-1H-indole-2-carboxylic Acid Ethyl Ester). Yield: 81.3%. RXN SMILES: [CH2:1]([O:3][C:4]([C:6]1[NH:7][C:8]2[C:13]([CH:14]=1)=[CH:12][C:11]([Br:15])=[CH:10][CH:9]=2)=[O:5])[CH3:2].[H-].[Na+].[N+:18]([C:21]1[CH:28]=[CH:27][C:24]([CH2:25]Br)=[CH:23][CH:22]=1)([O-:20])=[O:19].O>CS(C)=O.CCCCCC>[CH2:1]([O:3][C:4]([C:6]1[N:7]([CH2:25][C:24]2[CH:27]=[CH:28][C:21]([N+:18]([O-:20])=[O:19])=[CH:22][CH:23]=2)[C:8]2[C:13]([CH:14]=1)=[CH:12][C:11]([Br:15])=[CH:10][CH:9]=2)=[O:5])[CH3:2] |f:1.2|. Procedure details: To a stirring solution of 5-bromo-1H-indole-2-carboxylic acid ethyl ester (2.68 g, 10 mmol, ICN) in dry dimethylsulfoxide (42 ml) at room temperature under nitrogen was added sodium hydride (264 mg, 11 mmol) as a slurry in hexane in four equal portions over about ten minutes. 4-Nitrobenzyl bromide (2.16 g, 10 mmol) in dry dimethylsulfoxide (12 ml) was added dropwise over about five minutes. The mixture was stirred 2 hours, poured into water (50 ml) and extracted with ethyl acetate. The solution ... The solvent is CO (MeOH). Isolated yield 87.1%. Reaction conditions: time 1.5 hour. Reported procedure: (1S,5R)-8-Tert-butyl 2-methyl 3-oxo-8-azabicyclo[3.2.1]octane-2,8-dicarboxylate (2 g, 7.04 mmol) was dissolved in MeOH (26 mL), sodium borohydride (280 mg, 7.39 mmol) was added portionwise. The reaction mixture was stirred at room temperature for 1.5 hours. After evaporation, the crude mixture was dissolved in EtOAc, washed with saturated NaHCO3 and water. Dried and concentrate to give 1.75 g of crude product. The crude was carried over the next step without further purification. Starting materials: O=C1C([C@@H]2CC[C@H](C1)N2C(=O)OC(C)(C)C)C(=O)OC ((1S,5R)-8-Tert-butyl 2-methyl 3-oxo-8-azabicyclo[3.2.1]octane-2,8-dicarboxylate), [BH4-].[Na+] (sodium borohydride). Reaction SMILES: [O:1]=[C:2]1[CH2:8][C@@H:7]2[N:9]([C:10]([O:12][C:13]([CH3:16])([CH3:15])[CH3:14])=[O:11])[C@@H:4]([CH2:5][CH2:6]2)[CH:3]1[C:17]([O:19][CH3:20])=[O:18].[BH4-].[Na+]>CO>[OH:1][CH:2]1[CH2:8][C@@H:7]2[N:9]([C:10]([O:12][C:13]([CH3:14])([CH3:15])[CH3:16])=[O:11])[C@@H:4]([CH2:5][CH2:6]2)[CH:3]1[C:17]([O:19][CH3:20])=[O:18] |f:1.2|. Product: OC1C([C@@H]2CC[C@H](C1)N2C(=O)OC(C)(C)C)C(=O)OC ((1S,5R)-8-Tert-butyl 2-methyl 3-hydroxy-8-azabicyclo[3.2.1]octane-2,8-dicarboxylate). Reactants: hydrochloride salt, CC1=CC=C(C=C1)S(=O)(=O)OCC1OC2=C(C1)C=C(C=C2C2=C(C(=CC=C2)F)F)C(F)(F)F ([7-(2,3-difluorophenyl)-5-(trifluoromethyl)-2,3-dihydro-1-benzofuran-2-yl]methyl 4-methylbenzenesulfonate), CN (methylamine). Reported procedure: The title compound was prepared (0.015 g, 19%) following the general procedure of Example 390 as a white solid, hydrochloride salt from [7-(2,3-difluorophenyl)-5-(trifluoromethyl)-2,3-dihydro-1-benzofuran-2-yl]methyl 4-methylbenzenesulfonate (0.10 g, 0.21 mmol) and methylamine (0.12 g, 3.9 mmol). mp 123-125° C. The product is CNCC1OC2=C(C1)C=C(C=C2C2=C(C(=CC=C2)F)F)C(F)(F)F ((±)-N-methyl-1-[7-(2,3-difluorophenyl)-5-(trifluoromethyl)-2,3-dihydro-1-benzofuran-2-yl]methanamine). As a reaction SMILES: CC1C=CC(S(O[CH2:12][CH:13]2[CH2:17][C:16]3[CH:18]=[C:19]([C:30]([F:33])([F:32])[F:31])[CH:20]=[C:21]([C:22]4[CH:27]=[CH:26][CH:25]=[C:24]([F:28])[C:23]=4[F:29])[C:15]=3[O:14]2)(=O)=O)=CC=1.[CH3:34][NH2:35]>>[CH3:34][NH:35][CH2:12][CH:13]1[CH2:17][C:16]2[CH:18]=[C:19]([C:30]([F:33])([F:32])[F:31])[CH:20]=[C:21]([C:22]3[CH:27]=[CH:26][CH:25]=[C:24]([F:28])[C:23]=3[F:29])[C:15]=2[O:14]1. Reactants: NC1=CC=C(C(=N1)[C@H](CC1=CC(=CC(=C1)F)F)NC(CC1=CNC2=CC=C(C=C12)F)=O)C=1C=CC(=C(C(=O)N)C1)F ((S)-5-(6-amino-2-(2-(3,5-difluorophenyl)-1-(2-(5-fluoro-1H-indol-3-yl)acetamido)ethyl)pyridin-3-yl)-2-fluorobenzamide), NC1=CC=C(C(=N1)C(CC1=CC(=CC(=C1)F)F)NC(CC1=CNC2=CC=C(C=C12)F)=O)Br (N-(1-(6-amino-3-bromopyridin-2-yl)-2-(3,5-difluorophenyl)ethyl)-2-(5-fluoro-1H-indol-3-yl)acetamide), S(N)(=O)(=O)C=1C=C(C=CC1)B(O)O ((3-sulfamoylphenyl)boronic acid). The product is NC1=CC=C(C(=N1)C(CC1=CC(=CC(=C1)F)F)NC(CC1=CNC2=CC=C(C=C12)F)=O)C1=CC(=CC=C1)S(N)(=O)=O (N-(1-(6-amino-3-(3-sulfamoylphenyl)pyridin-2-yl)-2-(3,5-difluorophenyl)ethyl)-2-(5-fluoro-1H-indol-3-yl)acetamide). RXN SMILES: [NH2:1][C:2]1[N:7]=[C:6]([C@@H:8]([NH:18][C:19](=[O:31])[CH2:20][C:21]2[C:29]3[C:24](=[CH:25][CH:26]=[C:27]([F:30])[CH:28]=3)[NH:23][CH:22]=2)[CH2:9][C:10]2[CH:15]=[C:14]([F:16])[CH:13]=[C:12]([F:17])[CH:11]=2)[C:5]([C:32]2[CH:33]=[CH:34][C:35](F)=[C:36]([CH:40]=2)C(N)=O)=[CH:4][CH:3]=1.NC1N=C(C(NC(=O)CC2C3C(=CC=C(F)C=3)NC=2)CC2C=C(F)C=C(F)C=2)C(Br)=CC=1.[S:74](C1C=C(B(O)O)C=CC=1)(=[O:77])(=[O:76])[NH2:75]>>[NH2:1][C:2]1[N:7]=[C:6]([CH:8]([NH:18][C:19](=[O:31])[CH2:20][C:21]2[C:29]3[C:24](=[CH:25][CH:26]=[C:27]([F:30])[CH:28]=3)[NH:23][CH:22]=2)[CH2:9][C:10]2[CH:15]=[C:14]([F:16])[CH:13]=[C:12]([F:17])[CH:11]=2)[C:5]([C:32]2[CH:33]=[CH:34][CH:35]=[C:36]([S:74](=[O:77])(=[O:76])[NH2:75])[CH:40]=2)=[CH:4][CH:3]=1. Procedure: The title compound was prepared according to the method presented for the synthesis of compound 1H of Example 1 utilizing 1G and (3-sulfamoylphenyl)boronic acid. 1H NMR (400 MHz, CDCl3) δ 8.15 (s, 1H), 8.03 (d, J=7.7 Hz, 1H), 7.96 (s, 2H), 7.91 (m, 1H), 7.57 (m, 3H), 7.24 (m, 1H), 6.92 (d, J=9.3 Hz, 2H), 6.70 (d, J=8.7 Hz, 1H), 6.54 (s, 1H), 6.20 (d, J=5.7 Hz, 2H), 5.54 (s, 2H), 5.33 (d, J=9.0 Hz, 1H), 3.63 (s, 2H), 2.99-2.85 (m, 2H). MS (m/z) 580.0 [M+H]+. Starting materials: CC(=O)O, CO, COc1ccc(F)c2c1CC(N)CO2, O=C1CCCC1. Product: COc1ccc(F)c2c1CC(NC1CCCC1)CO2. Reaction SMILES: [C:21]([OH:22])(=[O:23])[CH3:24].[CH3:25][OH:26].[NH2:1][CH:2]1[CH2:3][O:4][c:5]2[c:6]([c:8]([O:13][CH3:14])[cH:9][cH:10][c:11]2[F:12])[CH2:7]1.[O:15]=[C:16]1[CH2:17][CH2:18][CH2:19][CH2:20]1>>[NH:1]([CH:2]1[CH2:3][O:4][c:5]2[c:6]([c:8]([O:13][CH3:14])[cH:9][cH:10][c:11]2[F:12])[CH2:7]1)[CH:16]1[CH2:17][CH2:18][CH2:19][CH2:20]1.